Dataset: the Open Reaction Database (ORD), a public repository of structured organic reaction records. Task: describe an organic reaction: reactants, conditions, products, and yield Starting materials: CC1=CC=C(C=C1)S(=O)(=O)OCC(CC=1C(=C2CCCC2=CC1Cl)O)O ((±)-3-(6-chloro-4-hydroxy-2,3-dihydro-1H-inden-5-yl)-2-hydroxypropyl 4-methylbenzenesulfonate), Intermediate 5, C1(=CC=CC=C1)P(C1=CC=CC=C1)C1=CC=CC=C1 (triphenylphosphine), CC(C)OC(=O)/N=N/C(=O)OC(C)C (diisopropylazodicarboxylate). The product is CC1=CC=C(C=C1)S(=O)(=O)OCC1CC2=C(O1)C=1CCCC1C=C2Cl ((±)-(4-chloro-3,6,7,8-tetrahydro-2H-indeno[4,5-b]furan-2-yl)methyl 4-methylbenzenesulfonate). Isolated yield 90.0%. As a reaction SMILES: [CH3:1][C:2]1[CH:7]=[CH:6][C:5]([S:8]([O:11][CH2:12][CH:13]([OH:26])[CH2:14][C:15]2[C:16](O)=[C:17]3[C:21](=[CH:22][C:23]=2[Cl:24])[CH2:20][CH2:19][CH2:18]3)(=[O:10])=[O:9])=[CH:4][CH:3]=1.C1(P(C2C=CC=CC=2)C2C=CC=CC=2)C=CC=CC=1.CC(OC(/N=N/C(OC(C)C)=O)=O)C>>[CH3:1][C:2]1[CH:3]=[CH:4][C:5]([S:8]([O:11][CH2:12][CH:13]2[O:26][C:16]3[C:17]4[CH2:18][CH2:19][CH2:20][C:21]=4[CH:22]=[C:23]([Cl:24])[C:15]=3[CH2:14]2)(=[O:9])=[O:10])=[CH:6][CH:7]=1. Reported procedure: Treatment of (±)-3-(6-chloro-4-hydroxy-2,3-dihydro-1H-inden-5-yl)-2-hydroxypropyl 4-methylbenzenesulfonate (4.7 g, 0.012 mol) with triphenylphosphine (4.64 g, 0.018 mol) and diisopropylazodicarboxylate (3.57 g, 0.018 mol) generally according to the procedure described for Intermediate 5 gave 4.09 g (91%) of (±)-(4-chloro-3,6,7,8-tetrahydro-2H-indeno[4,5-b]furan-2-yl)methyl 4-methylbenzenesulfonate as a white solid. mp 95-97° C.; Anal. calcd. for C19H19ClO4S: C, 60.23; H, 5.05. Found: C, 60.12; H... Starting materials: C1(CC1)NCCCNC1=C(C=C(C=C1)S(=O)(=O)N)[N+](=O)[O-] (4-(3-(cyclopropylamino)propylamino)-3-nitrobenzenesulfonamide), C1(CCC1)=O (cyclobutanone), C(C)(=O)O[BH-](OC(C)=O)OC(C)=O.[Na+] (sodium triacetoxyborohydride). The solvent is ClCCl (dichloromethane), ClCCl (dichloromethane). Reaction conditions: time 8 hour. Product: C1(CCC1)N(CCCNC1=C(C=C(C=C1)S(=O)(=O)N)[N+](=O)[O-])C1CC1 (4-(3-(cyclobutyl(cyclopropyl)amino)propylamino)-3-nitrobenzenesulfonamide). Reaction SMILES: [CH:1]1([NH:4][CH2:5][CH2:6][CH2:7][NH:8][C:9]2[CH:14]=[CH:13][C:12]([S:15]([NH2:18])(=[O:17])=[O:16])=[CH:11][C:10]=2[N+:19]([O-:21])=[O:20])[CH2:3][CH2:2]1.[C:22]1(=O)[CH2:25][CH2:24][CH2:23]1.C(O[BH-](OC(=O)C)OC(=O)C)(=O)C.[Na+]>ClCCl>[CH:22]1([N:4]([CH:1]2[CH2:3][CH2:2]2)[CH2:5][CH2:6][CH2:7][NH:8][C:9]2[CH:14]=[CH:13][C:12]([S:15]([NH2:18])(=[O:16])=[O:17])=[CH:11][C:10]=2[N+:19]([O-:21])=[O:20])[CH2:25][CH2:24][CH2:23]1 |f:2.3|. Procedure details: To a solution of EXAMPLE 308A (314 mg) in dichloromethane (5 mL) was added cyclobutanone (70 mg) followed by sodium triacetoxyborohydride (318 mg). The mixture was stirred overnight. The mixture was diluted with dichloromethane (300 mL) and washed with aqueous NaHCO3, water and brine and dried over Na2SO4. After filtration, evaporation of solvent gave the title compound. Starting materials: CS(C)=O, CC#N, O=C(CSc1ccc(Br)cc1)N1Cc2ccc(C(=O)C(Cl)(Cl)Cl)n2Cc2ccccc21, NCc1ccc(Cl)c(Cl)c1. Yields the product O=C(NCc1ccc(Cl)c(Cl)c1)c1ccc2n1Cc1ccccc1N(C(=O)CSc1ccc(Br)cc1)C2. As a reaction SMILES: [CH3:42][S:43]([CH3:44])=[O:45].[CH3:46][C:47]#[N:48].[Cl:1][C:2]([C:3](=[O:4])[c:5]1[cH:6][cH:7][c:8]2[n:14]1[CH2:13][c:12]1[c:11]([cH:18][cH:17][cH:16][cH:15]1)[N:10]([C:19]([CH2:20][S:21][c:22]1[cH:23][cH:24][c:25]([Br:28])[cH:26][cH:27]1)=[O:29])[CH2:9]2)([Cl:30])[Cl:31].[Cl:32][c:33]1[cH:34][c:35]([CH2:36][NH2:37])[cH:38][cH:39][c:40]1[Cl:41]>>[C:3](=[O:4])([c:5]1[cH:6][cH:7][c:8]2[n:14]1[CH2:13][c:12]1[c:11]([cH:18][cH:17][cH:16][cH:15]1)[N:10]([C:19]([CH2:20][S:21][c:22]1[cH:23][cH:24][c:25]([Br:28])[cH:26][cH:27]1)=[O:29])[CH2:9]2)[NH:37][CH2:36][c:35]1[cH:34][c:33]([Cl:32])[c:40]([Cl:41])[cH:39][cH:38]1.